This data is from the Open Reaction Database (ORD), a public repository of structured organic reaction records. The task is: describe an organic reaction: reactants, conditions, products, and yield Starting materials: S (H2S), O([Na])C (NaOCH3), NC=1C2=C(N=CN1)N(C=C2C#N)COC(CO)CO (4-Amino-5-cyano-7-[(1,3-dihydroxy-2-propoxy)methyl]pyrrolo[2,3-d]pyrimidine), NaSH. Reaction conditions: temperature 0 celsius, time 12 hour. Product: NC=1C2=C(N=CN1)N(C=C2C(N)=S)COC(CO)CO (4-Amino-7-[(1,3-dihydroxy-2-propoxy)methyl]pyrrolo[2,3-d]-pyrimidine-5-thiocarboxamide). Yield: 28.0%. As a reaction SMILES: [SH2:1].O(C)[Na].[NH2:5][C:6]1[C:7]2[C:14]([C:15]#[N:16])=[CH:13][N:12]([CH2:17][O:18][CH:19]([CH2:22][OH:23])[CH2:20][OH:21])[C:8]=2[N:9]=[CH:10][N:11]=1>>[NH2:5][C:6]1[C:7]2[C:14]([C:15](=[S:1])[NH2:16])=[CH:13][N:12]([CH2:17][O:18][CH:19]([CH2:20][OH:21])[CH2:22][OH:23])[C:8]=2[N:9]=[CH:10][N:11]=1. Procedure details: Dry H2S was passed through a NaOCH3 solution (1 M) (6 mL) with magnetic stirring and cooling at 0° C. for 10 minutes. Compound 18a (0.13 g; 0.5 mmole) was then added in one portion to the stirred solution of NaSH which had been generated in situ as described above. The mixture was stirred at room temperature for 4 hours and then allowed to stand at 0° C. for an additional 12 hours. The mixture was filtered and the filtrate conc. in vacuo. The residue was purified by a column (2×40 cm; prepacked ... The reactants are O=C(Cl)c1ccccc1, CC(C)(C)[O-], [K+], C1CCOC1, O, c1ccc(-c2c[nH]c3ccccc23)cc1. Product: O=C(c1ccccc1)n1cc(-c2ccccc2)c2ccccc21. As a reaction SMILES: [C:22]([c:23]1[cH:24][cH:25][cH:26][cH:27][cH:28]1)(=[O:29])[Cl:30].[CH3:16][C:17]([CH3:18])([O-:19])[CH3:20].[K+:21].[O:32]1[CH2:33][CH2:34][CH2:35][CH2:36]1.[OH2:31].[c:1]1(-[c:7]2[cH:8][nH:9][c:10]3[cH:11][cH:12][cH:13][cH:14][c:15]23)[cH:2][cH:3][cH:4][cH:5][cH:6]1>>[c:1]1(-[c:7]2[cH:8][n:9]([C:22]([c:23]3[cH:24][cH:25][cH:26][cH:27][cH:28]3)=[O:29])[c:10]3[cH:11][cH:12][cH:13][cH:14][c:15]23)[cH:2][cH:3][cH:4][cH:5][cH:6]1. The reactants are CC(=O)OI1(C=2C=CC=CC2C(=O)O1)(OC(=O)C)OC(=O)C (Dess-Martin periodinane), ClC1=C(C(=NC=C1)CO)COC1OCCCC1 ([4-chloro-3-(tetrahydro-pyran-2-yloxymethyl)-pyridin-2-yl]-methanol). The solvent is C1CCOC1 (THF). Conditions: time 2 hour. Yields the product ClC1=C(C(=NC=C1)C=O)COC1OCCCC1 (4-Chloro-3-(tetrahydro-pyran-2-yloxymethyl)-pyridine-2-carbaldehyde). As a reaction SMILES: CC(OI1(OC(C)=O)(OC(C)=O)OC(=O)C2C=CC=CC1=2)=O.[Cl:23][C:24]1[CH:29]=[CH:28][N:27]=[C:26]([CH2:30][OH:31])[C:25]=1[CH2:32][O:33][CH:34]1[CH2:39][CH2:38][CH2:37][CH2:36][O:35]1>C1COCC1>[Cl:23][C:24]1[CH:29]=[CH:28][N:27]=[C:26]([CH:30]=[O:31])[C:25]=1[CH2:32][O:33][CH:34]1[CH2:39][CH2:38][CH2:37][CH2:36][O:35]1. Reported procedure: Dess-Martin periodinane (370 mg. 0.873 mmol) was added to a stirred solution of [4-chloro-3-(tetrahydro-pyran-2-yloxymethyl)-pyridin-2-yl]-methanol (150 mg. 0.582 mmol) in THF (5 mL). After stirring for 2 h at room temperature the reaction was concentrated. Sat. NaHCO3 solution (20 mL) was added and extracted three times with DCM (50 mL). The combined organic layers were dried over Na2SO4 filtered and concentrated in vacuo. The resulting title compound was used for the next reaction without puri...